This data is from the Open Reaction Database (ORD), a public repository of structured organic reaction records. The task is: describe an organic reaction: reactants, conditions, products, and yield Reactants: BrC1=CC(=C(CNC(CCO)C)C=C1)F (3-(4-bromo-2-fluorobenzylamino)butan-1-ol), CC[N+](CC)(CC)S(=O)(=O)N=C([O-])OC (Burgess' Reagent). Run in C1CCOC1 (THF). Reaction conditions: temperature 65 celsius. Yields the product BrC1=CC(=C(C=C1)CN1C(CCN(S1(=O)=O)C(=O)OC)C)F (methyl 6-[(4-bromo-2-fluorophenyl)methyl]-5-methyl-1,1-dioxo-1λ6,2,6-thiadi-azinane-2-carboxylate). RXN SMILES: [Br:1][C:2]1[CH:14]=[CH:13][C:5]([CH2:6][NH:7][CH:8]([CH3:12])[CH2:9][CH2:10]O)=[C:4]([F:15])[CH:3]=1.CC[N+]([S:23]([N:26]=[C:27]([O:29][CH3:30])[O-:28])(=[O:25])=[O:24])(CC)CC>C1COCC1>[Br:1][C:2]1[CH:14]=[CH:13][C:5]([CH2:6][N:7]2[S:23](=[O:25])(=[O:24])[N:26]([C:27]([O:29][CH3:30])=[O:28])[CH2:10][CH2:9][CH:8]2[CH3:12])=[C:4]([F:15])[CH:3]=1. Reported procedure: A mixture of 3-(4-bromo-2-fluorobenzylamino)butan-1-ol (800 mg, 2.9 mmol) and Burgess' Reagent (2.07 g, 8.7 mmol) in anhydrous THF (10 mL) was heated at 65° C. for 2 hours. The reaction mixture was concentrated under reduced pressure. The crude product was purified by silica gel chromatography using petroleumn ether/EtOAc (6/1) as eluting solvents to afford methyl 6-[(4-bromo-2-fluorophenyl)methyl]-5-methyl-1,1-dioxo-1λ6,2,6-thiadi-azinane-2-carboxylate as light yellow oil. (900 mg, 79%). 1H NMR... Starting materials: N1=CC=CC=C1 (pyridine), C(C(C)(C)C)(=O)Cl (pivaloyl chloride), ice, NC1=CC(=C(C(=C1)C)OC)C (4-Amino-2,6-dimethylanisole). Run in C(Cl)Cl (methylene chloride), C(Cl)Cl (methylene chloride). Run at time 15 hour. The product is C(C(C)(C)C)(=O)NC1=CC(=C(C(=C1)C)OC)C (N-Pivaloyl-4-amino-2,6-dimethylanisole). Yield: 84.1%. Reaction SMILES: [NH2:1][C:2]1[CH:7]=[C:6]([CH3:8])[C:5]([O:9][CH3:10])=[C:4]([CH3:11])[CH:3]=1.N1C=CC=CC=1.[C:18](Cl)(=[O:23])[C:19]([CH3:22])([CH3:21])[CH3:20]>C(Cl)Cl>[C:18]([NH:1][C:2]1[CH:7]=[C:6]([CH3:8])[C:5]([O:9][CH3:10])=[C:4]([CH3:11])[CH:3]=1)(=[O:23])[C:19]([CH3:22])([CH3:21])[CH3:20]. Procedure details: Into an ice-cold solution of aniline 4 (15.1 g, 100 mmol) dissolved in methylene chloride (100 mL) were added sequentially pyridine (17.5 mL) and pivaloyl chloride (12.3 mL, 100 mmol) dropwise, and the resulting mixture was stirred at room temperature for 15 h. The mixture was diluted with methylene chloride and washed sequentially with 10% aq. hydrochloric acid, saturated aq. sodium bicarbonate and brine. Removal of solvents after drying (MgSO4) gave the pivalamide (19.8 g, 86% yield) as a pale... The product is ClC1=CC2=C(N(C(N2)=O)C2CCN(CC2)CCNC(OCC)=O)C=C1 (ethyl {2-[4-(5-chloro-2,3-dihydro-2-oxo-1H-benzimidazol-1-yl)-1-piperidinyl]-ethyl}carbamate). Reaction SMILES: Br[CH2:2][CH2:3][NH:4][C:5](=[O:9])[O:6][CH2:7][CH3:8].[Cl:10][C:11]1[CH:26]=[CH:25][C:14]2[N:15]([CH:19]3[CH2:24][CH2:23][NH:22][CH2:21][CH2:20]3)[C:16](=[O:18])[NH:17][C:13]=2[CH:12]=1.C(=O)([O-])O.[Na+]>C(O)C>[Cl:10][C:11]1[CH:26]=[CH:25][C:14]2[N:15]([CH:19]3[CH2:20][CH2:21][N:22]([CH2:2][CH2:3][NH:4][C:5](=[O:9])[O:6][CH2:7][CH3:8])[CH2:23][CH2:24]3)[C:16](=[O:18])[NH:17][C:13]=2[CH:12]=1 |f:2.3|. Procedure: A mixture of 12.94 parts of ethyl (2-bromoethyl)carbamate, 15.68 parts of 5-chloro-1,3-dihydro-1-(4-piperidinyl)-2H-benzimidazol-2-one, 10.08 parts of sodium hydrogen carbonate and 160 parts of ethanol is stirred and refluxed overnight. The formed precipitate is filtered off and washed with trichloromethane. The layers from the filtrate are separated. The organic phase is dried, filtered and evaporated. The residue is stirred in 2-propanone. The unreacted starting material is filtered off and th... Run in C(C)O (ethanol). Reactants: 12.94, BrCCNC(OCC)=O (ethyl (2-bromoethyl)carbamate), ClC1=CC2=C(N(C(N2)=O)C2CCNCC2)C=C1 (5-chloro-1,3-dihydro-1-(4-piperidinyl)-2H-benzimidazol-2-one), C(O)([O-])=O.[Na+] (sodium hydrogen carbonate). Starting materials: C(C)[SiH](CC)CC (Triethylsilane), COC(=O)[C@@H]1[C@H]([C@]2(CC(=CO2)C2=C(C=CC(=C2)N2C(=NC=C2)C(F)(F)F)OC)CC1)C1=CC=C(C=C1)F ((5R,6S,7S)-6-(4-fluorophenyl)-3-(2-methoxy-5-(2-(trifluoromethyl)imidazol-1-yl)phenyl)-1-oxaspiro[4.4]non-2-ene-7-carboxylic acid methyl ester). Solvent: FC(C(=O)O)(F)F (trifluoroacetic acid). Reaction conditions: time 1 hour. Product: COC(=O)[C@@H]1[C@H]([C@]2(C[C@H](CO2)C2=C(C=CC(=C2)N2C(=NC=C2)C(F)(F)F)OC)CC1)C1=CC=C(C=C1)F ((3S,5R,6S,7S)-6-(4-fluorophenyl)-3-(2-methoxy-5-(2-(trifluoromethyl)imidazol-1-yl)phenyl)-1-oxaspiro[4.4]nonane-7-carboxylic acid methyl ester), COC(=O)[C@@H]1[C@H]([C@]2(C[C@@H](CO2)C2=C(C=CC(=C2)N2C(=NC=C2)C(F)(F)F)OC)CC1)C1=CC=C(C=C1)F ((3R,5R,6S,7S)-6-(4-Fluorophenyl)-3-(2-methoxy-5-(2-(trifluoromethyl)imidazol-1-yl)phenyl)-1-oxaspiro[4.4]nonane-7-carboxylic acid methyl ester). RXN SMILES: C([SiH](CC)CC)C.[CH3:8][O:9][C:10]([C@H:12]1[CH2:37][CH2:36][C@:14]2([O:18][CH:17]=[C:16]([C:19]3[CH:24]=[C:23]([N:25]4[CH:29]=[CH:28][N:27]=[C:26]4[C:30]([F:33])([F:32])[F:31])[CH:22]=[CH:21][C:20]=3[O:34][CH3:35])[CH2:15]2)[C@@H:13]1[C:38]1[CH:43]=[CH:42][C:41]([F:44])=[CH:40][CH:39]=1)=[O:11]>FC(F)(F)C(O)=O>[CH3:8][O:9][C:10]([C@H:12]1[CH2:37][CH2:36][C@:14]2([O:18][CH2:17][C@H:16]([C:19]3[CH:24]=[C:23]([N:25]4[CH:29]=[CH:28][N:27]=[C:26]4[C:30]([F:31])([F:32])[F:33])[CH:22]=[CH:21][C:20]=3[O:34][CH3:35])[CH2:15]2)[C@@H:13]1[C:38]1[CH:39]=[CH:40][C:41]([F:44])=[CH:42][CH:43]=1)=[O:11].[CH3:8][O:9][C:10]([C@H:12]1[CH2:37][CH2:36][C@:14]2([O:18][CH2:17][C@@H:16]([C:19]3[CH:24]=[C:23]([N:25]4[CH:29]=[CH:28][N:27]=[C:26]4[C:30]([F:31])([F:32])[F:33])[CH:22]=[CH:21][C:20]=3[O:34][CH3:35])[CH2:15]2)[C@@H:13]1[C:38]1[CH:39]=[CH:40][C:41]([F:44])=[CH:42][CH:43]=1)=[O:11]. Reported procedure: Triethylsilane (0.0062 mL, 4.5 mg, 0.039 mmol) was added to a solution of (5R,6S,7S)-6-(4-fluorophenyl)-3-(2-methoxy-5-(2-(trifluoromethyl)imidazol-1-yl)phenyl)-1-oxaspiro[4.4]non-2-ene-7-carboxylic acid methyl ester (6.8 mg, 0.013 mmol) in 0.204 mL of trifluoroacetic acid at RT. The mixture was stirred 1 h at RT, then overnight at 60° C. After removing the solvent under reduced pressure, the residue was dissolved in 3.0 mL of ethyl acetate, washed with 2.0 mL of saturated aqueous sodium bicarbo...